describe an organic reaction: reactants, conditions, products, and yield From a dataset of the Open Reaction Database (ORD), a public repository of structured organic reaction records. Reactants: [Na+].C(C)P(=O)(CC(=O)[O-])O (2-(ethylhydroxyphosphinyl)acetic acid sodium salt), [O-]CCCC.[O-]CCCC.[O-]CCCC.[O-]CCCC.[Ti+4] (titanium tetrabutoxide). Solvent: C1(=CC=CC=C1)C (toluene). Yields the product [Ti+4].C(C)P(=O)(CC(=O)[O-])O.C(C)P(=O)(O)CC(=O)[O-].C(C)P(=O)(O)CC(=O)[O-].C(C)P(=O)(O)CC(=O)[O-] (2-(ethylhydroxyphosphinyl)acetic acid titanium salt). Yield: 102.4%. RXN SMILES: [Na+].[CH2:2]([P:4]([OH:10])([CH2:6][C:7]([O-:9])=[O:8])=[O:5])[CH3:3].[O-]CCCC.[O-]CCCC.[O-]CCCC.[O-]CCCC.[Ti+4:31]>C1(C)C=CC=CC=1>[Ti+4:31].[CH2:2]([P:4]([OH:10])([CH2:6][C:7]([O-:9])=[O:8])=[O:5])[CH3:3].[CH2:2]([P:4]([CH2:6][C:7]([O-:9])=[O:8])([OH:10])=[O:5])[CH3:3].[CH2:2]([P:4]([CH2:6][C:7]([O-:9])=[O:8])([OH:10])=[O:5])[CH3:3].[CH2:2]([P:4]([CH2:6][C:7]([O-:9])=[O:8])([OH:10])=[O:5])[CH3:3] |f:0.1,2.3.4.5.6,8.9.10.11.12|. Procedure: 152 g (1 mol) of 2-(ethylhydroxyphosphinyl)acetic acid (prepared as in Example 12) and 170 g of titanium tetrabutoxide are refluxed in 500 ml of toluene for 40 hours. The resulting butanol is distilled off from time to time with proportions of toluene. The solution formed is subsequently freed of solvent to leave 167 g (96% of theory) of 2-(ethylhydroxyphosphinyl)acetic acid titanium salt. The product is N[C@@H](CCCNC(N)=N)C(=O)O.C(C)(C)(C)C=1C=C(C=C(C1O)C(C)(C)C)SC1CCN(CC1)S(=O)(=O)C1=CC=C(N1C)C(=O)O (5-[4-(3,5-Di-tert-butyl-4-hydroxy-phenylsulfanyl)-piperidine-1-sulfonyl]-1-methyl-1H-pyrrole-2-carboxylic acid L-arginine salt). RXN SMILES: [C:1]([C:5]1[CH:6]=[C:7]([S:16][CH:17]2[CH2:22][CH2:21][N:20]([S:23]([C:26]3[N:30]([CH3:31])[C:29]([C:32]([OH:34])=[O:33])=[CH:28][CH:27]=3)(=[O:25])=[O:24])[CH2:19][CH2:18]2)[CH:8]=[C:9]([C:12]([CH3:15])([CH3:14])[CH3:13])[C:10]=1[OH:11])([CH3:4])([CH3:3])[CH3:2].[NH2:35][C@H:36]([C:44]([OH:46])=[O:45])[CH2:37][CH2:38][CH2:39][NH:40][C:41](=[NH:43])[NH2:42]>CCO.O>[NH2:35][C@H:36]([C:44]([OH:46])=[O:45])[CH2:37][CH2:38][CH2:39][NH:40][C:41](=[NH:42])[NH2:43].[C:1]([C:5]1[CH:6]=[C:7]([S:16][CH:17]2[CH2:22][CH2:21][N:20]([S:23]([C:26]3[N:30]([CH3:31])[C:29]([C:32]([OH:34])=[O:33])=[CH:28][CH:27]=3)(=[O:25])=[O:24])[CH2:19][CH2:18]2)[CH:8]=[C:9]([C:12]([CH3:15])([CH3:14])[CH3:13])[C:10]=1[OH:11])([CH3:2])([CH3:3])[CH3:4] |f:4.5|. Procedure: To a solution of 5-[4-(3,5-di-tert-butyl-4-hydroxy-phenylsulfanyl)-piperidine-1-sulfonyl]-1-methyl-1H-pyrrole-2-carboxylic acid (Ex. 4, 0.60 g, 1.18 mmol) in EtOH (2.4 mL) at room temperature was added a solution of L-arginine (0.20 g, 1.18 mmol) in water (2.4 mL). After 5 min of stirring, the mixture solidified and an additional 3 mL of EtOH was added to ensure a homogeneous solution. It was stirred at room temperature for 1 h and then concentrated under reduced pressure. The solid residue was ... Conditions: time 5 minute. Solvent: CCO (EtOH), O (water), CCO (EtOH). The reactants are C(C)(C)(C)C=1C=C(C=C(C1O)C(C)(C)C)SC1CCN(CC1)S(=O)(=O)C1=CC=C(N1C)C(=O)O (5-[4-(3,5-di-tert-butyl-4-hydroxy-phenylsulfanyl)-piperidine-1-sulfonyl]-1-methyl-1H-pyrrole-2-carboxylic acid), N[C@@H](CCCNC(N)=N)C(=O)O (L-arginine). The yield is 59.6%. Reactants: Br.CC1C=2C=CC(=CC2C(CC1)C)C=1N=C(SC1)C1CCNCC1 (4-[4-(5,8-dimethyl-5,6,7,8-tetrahydronaphthalen-2-yl)thiazol-2-yl]-piperidine hydrobromide), C(C)(=O)OCCCCBr (4-bromobutyl acetate), [OH-].[Na+] (sodium hydroxide). Solvent: CO (methanol). Product: CC1C=2C=CC(=CC2C(CC1)C)C=1N=C(SC1)C1CCN(CC1)CCCCO (4-{4-[4-(5,8-dimethyl-5,6,7,8-tetrahydronaphthalen-2-yl)thiazol-2-yl]piperidin-1-yl}butan-1-ol). RXN SMILES: Br.[CH3:2][CH:3]1[CH2:12][CH2:11][CH:10]([CH3:13])[C:9]2[CH:8]=[C:7]([C:14]3[N:15]=[C:16]([CH:19]4[CH2:24][CH2:23][NH:22][CH2:21][CH2:20]4)[S:17][CH:18]=3)[CH:6]=[CH:5][C:4]1=2.C([O:28][CH2:29][CH2:30][CH2:31][CH2:32]Br)(=O)C.[OH-].[Na+]>CO>[CH3:2][CH:3]1[CH2:12][CH2:11][CH:10]([CH3:13])[C:9]2[CH:8]=[C:7]([C:14]3[N:15]=[C:16]([CH:19]4[CH2:24][CH2:23][N:22]([CH2:32][CH2:31][CH2:30][CH2:29][OH:28])[CH2:21][CH2:20]4)[S:17][CH:18]=3)[CH:6]=[CH:5][C:4]1=2 |f:0.1,3.4|. Procedure: The preparation was carried out as already described starting from 150 mg (0.37 mmol) of 4-[4-(5,8-dimethyl-5,6,7,8-tetrahydronaphthalen-2-yl)thiazol-2-yl]-piperidine hydrobromide and 109 μl (0.74 mmol) of 4-bromobutyl acetate. The protecting group was cleaved off by means of a 1N sodium hydroxide solution in methanol. The product was purified by means of preparative HPLC and is in the form of the hydrochloride.